Task: describe an organic reaction: reactants, conditions, products, and yield. Dataset: the Open Reaction Database (ORD), a public repository of structured organic reaction records The reactants are C(C1=CC=CC=C1)SC=1SC(=CN1)CN1COCN(C1=N[N+](=O)[O-])C (3-(2-benzylthiothiazol-5-ylmethyl)-5-methyl-4 -nitroimino-perhydro-1,3,5-oxadiazine), Cl (hydrochloric acid), ClCl (chlorine). The solvent is ClC1=CC=CC=C1 (chlorobenzene). Run at time 2 hour. The product is ClC=1SC(=CN1)CN1COCN(C1=N[N+](=O)[O-])C (3-(2-Chlorothiazol-5-ylmethyl)-5-methyl-4-nitroimino-perhydro-1,3,5-oxadiazine). The yield is 82.2%. RXN SMILES: [ClH:1].C(S[C:10]1[S:11][C:12]([CH2:15][N:16]2[C:21](=[N:22][N+:23]([O-:25])=[O:24])[N:20]([CH3:26])[CH2:19][O:18][CH2:17]2)=[CH:13][N:14]=1)C1C=CC=CC=1.ClCl>ClC1C=CC=CC=1>[Cl:1][C:10]1[S:11][C:12]([CH2:15][N:16]2[C:21](=[N:22][N+:23]([O-:25])=[O:24])[N:20]([CH3:26])[CH2:19][O:18][CH2:17]2)=[CH:13][N:14]=1. Procedure: To a mixture of 300 g of aqueous hydrochloric acid (32%) and 150 g of chlorobenzene are added with stirring 190 g of 3-(2-benzylthiothiazol-5-ylmethyl)-5-methyl-4 -nitroimino-perhydro-1,3,5-oxadiazine within 5 minutes. 124 g of chlorine are then passed into the mixture at 20 to 25° over a period of 4 hours. After stirring for a further 2 hours, the excess of chlorine is removed by introduction of nitrogen, and the aqueous phase (containing the title compound in hydrochloride form) is separated o... Starting materials: COC=1C=C(C(=O)OC)C(=CC1OC)[N+](=O)[O-] (3,4-dimethoxy-6-nitrobenzoic acid, methyl ester), [OH-].[Na+] (sodium hydroxide). The solvent is CO (methanol). Run at temperature 50 celsius, time 30 minute. Product: COC=1C=C(C(=O)O)C(=CC1OC)[N+](=O)[O-] (3,4-Dimethoxy-6-nitrobenzoic acid). As a reaction SMILES: [CH3:1][O:2][C:3]1[CH:4]=[C:5]([C:10]([N+:15]([O-:17])=[O:16])=[CH:11][C:12]=1[O:13][CH3:14])[C:6]([O:8]C)=[O:7].[OH-].[Na+]>CO>[CH3:1][O:2][C:3]1[CH:4]=[C:5]([C:10]([N+:15]([O-:17])=[O:16])=[CH:11][C:12]=1[O:13][CH3:14])[C:6]([OH:8])=[O:7] |f:1.2|. Procedure details: To a suspension of 80 g (0.33 mol) of 3,4-dimethoxy-6-nitrobenzoic acid, methyl ester in 1700 ml of methanol was added 500 ml of 2N sodium hydroxide, and the mixture was warmed to 50° C. for 45 minutes. After 30 minutes, a clear solution was obtained. The methanol was evaporated in vacuo and the aqueous solution was acidified with 3N hydrochloric acid to pH 1. The resulting crystals were filtered off by suction, washed with water and dried in vacuo; yield: 72.5 g; melting point 194.9° C. Reactants: aqueous solution, C([C@@H]1[C@H]([C@@H]([C@H]([C@H](O1)OC[C@@H]2[C@H]([C@@H]([C@H]([C@H](O2)O[C@H]([C@@H](CO)O)[C@@H]([C@H](C=O)O)O)O)O)O)O)O)O)O (panose), α-isomaltosylmaltose, saccharide. Run in O (water). Reaction conditions: temperature 100 celsius, time 24 hour. Product: C([C@@H]1[C@H]([C@@H]([C@H]([C@H](O1)OC[C@@H]2[C@H]([C@@H]([C@H](C(O2)O)O)O)O)O)O)O)O (Isomaltose). As a reaction SMILES: [CH2:1]([OH:34])[C@H:2]1[O:7][C@H:6]([O:8][CH2:9][C@H:10]2[O:15][C@H:14]([O:16][C@@H]([C@H](O)[C@@H](O)C=O)[C@H](O)CO)[C@H:13]([OH:28])[C@@H:12]([OH:29])[C@@H:11]2[OH:30])[C@H:5]([OH:31])[C@@H:4]([OH:32])[C@@H:3]1[OH:33]>O>[CH2:1]([OH:34])[C@H:2]1[O:7][C@H:6]([O:8][CH2:9][C@H:10]2[O:15][CH:14]([OH:16])[C@H:13]([OH:28])[C@@H:12]([OH:29])[C@@H:11]2[OH:30])[C@H:5]([OH:31])[C@@H:4]([OH:32])[C@@H:3]1[OH:33]. Procedure: To a 0.2% aqueous solution of panose, α-isomaltosylmaltose, α-isomaltosyltriose, α-isomaltosyltetraose, or cyclotetrasaccharide was added 100 units/g solid, d.s.b., of an isomaltodextranase specimen, obtained by the method in Experiment 29, where 3,000 units/g solid, d.s.b., of the specimen was also used for the aqueous solution with cyclotetrasaccharide. The mixture was subjected to an enzymatic reaction at 40° C. and pH 5.5 for 24 hours and heated at 100° C. for 20 min to suspend the enzymatic... Reactants: N([C@@H](CC1=CC=C(C=C1)O)C(=O)O)C(=O)OCC1=CC=CC=C1 (Z-Tyr), Cl.C(CCCCC)OC([C@@H](N)CC1=CC=C(C=C1)O)=O (L-tyrosine hexyl ester hydrochloride), N=C=N (carbodiimide). Yields the product N([C@@H](CC1=CC=C(C=C1)O)C(=O)N[C@@H](CC1=CC=C(C=C1)O)C(=O)CCCCCC)C(=O)OCC1=CC=CC=C1 (Z-Tyr-Tyr-Hex). Reaction SMILES: [NH:1]([C:14]([O:16][CH2:17][C:18]1[CH:23]=[CH:22][CH:21]=[CH:20][CH:19]=1)=[O:15])[C@H:2]([C:11]([OH:13])=O)[CH2:3][C:4]1[CH:9]=[CH:8][C:7]([OH:10])=[CH:6][CH:5]=1.Cl.C(O[C:32](=[O:43])[C@H:33]([CH2:35][C:36]1[CH:41]=[CH:40][C:39]([OH:42])=[CH:38][CH:37]=1)[NH2:34])CCCCC.N=C=N>>[NH:1]([C:14]([O:16][CH2:17][C:18]1[CH:23]=[CH:22][CH:21]=[CH:20][CH:19]=1)=[O:15])[C@H:2]([C:11]([NH:34][C@H:33]([C:32]([CH2:11][CH2:2][CH2:3][CH2:4][CH2:5][CH3:6])=[O:43])[CH2:35][C:36]1[CH:37]=[CH:38][C:39]([OH:42])=[CH:40][CH:41]=1)=[O:13])[CH2:3][C:4]1[CH:5]=[CH:6][C:7]([OH:10])=[CH:8][CH:9]=1 |f:1.2|. Reported procedure: Z-Tyr-Tyr-Hex was prepared from Z-Tyr and Tyr-Hex.HCl by the carbodiimide coupling technique. Yield of crude product: 89%. The reactants are ClC1=CC=2C(=C(N=CC2I)N)O1 (2-chloro-4-iodo-furo[2,3-c]pyridin-7-ylamine), [Si](C)(C)(C(C)(C)C)O[C@@H]1CC[C@H](CC1)N1N=CC(=C1)B(O)O ([1-(trans-4-{[tert-butyl(dimethyl)silyl]oxy}cyclohexyl)-1H-pyrazol-4-yl]boronic acid), (1,1′bis-(diphenylphosphino)-ferrocene)palladium dichloride, C([O-])([O-])=O.[K+].[K+] (potassium carbonate). Solvent: O1CCOCC1 (1,4-dioxane), O (water). Conditions: temperature 70 celsius. Product: [Si](C)(C)(C(C)(C)C)O[C@@H]1CC[C@H](CC1)N1N=CC(=C1)C1=C2C(=C(N=C1)N)OC(=C2)Cl (4-[1-(trans-4-{[tert-butyl(dimethyl)silyl]oxy}cyclohexyl)-1H-pyrazol-4-yl]-2-chlorofuro[2,3-c]pyridin-7-amine). The yield is 63.9%. As a reaction SMILES: [Cl:1][C:2]1[O:12][C:5]2=[C:6]([NH2:11])[N:7]=[CH:8][C:9](I)=[C:4]2[CH:3]=1.[Si:13]([O:20][C@H:21]1[CH2:26][CH2:25][C@H:24]([N:27]2[CH:31]=[C:30](B(O)O)[CH:29]=[N:28]2)[CH2:23][CH2:22]1)([C:16]([CH3:19])([CH3:18])[CH3:17])([CH3:15])[CH3:14].C(=O)([O-])[O-].[K+].[K+]>O1CCOCC1.O>[Si:13]([O:20][C@H:21]1[CH2:26][CH2:25][C@H:24]([N:27]2[CH:31]=[C:30]([C:9]3[CH:8]=[N:7][C:6]([NH2:11])=[C:5]4[O:12][C:2]([Cl:1])=[CH:3][C:4]=34)[CH:29]=[N:28]2)[CH2:23][CH2:22]1)([C:16]([CH3:19])([CH3:17])[CH3:18])([CH3:15])[CH3:14] |f:2.3.4|. Reported procedure: A mixture of 2-chloro-4-iodo-furo[2,3-c]pyridin-7-ylamine (2 g, 7 mmol), [1-(trans-4-{[tert-butyl(dimethyl)silyl]oxy}cyclohexyl)-1H-pyrazol-4-yl]boronic acid (2.75 g, 8.49 mmol), (1,1′bis-(diphenylphosphino)-ferrocene)palladium dichloride (248 mg, 0.340 mmol) and potassium carbonate (2.35 g, 17.0 mmol) in 1,4-dioxane (20 mL) and water (9.5 mL) was heated to 70° C. for 22 h. The mixture was partitioned between ethyl acetate and water and the aqueous phase extracted with DCM. The combined organic ...